From a dataset of the Open Reaction Database (ORD), a public repository of structured organic reaction records. describe an organic reaction: reactants, conditions, products, and yield The reactants are ClC1=CC=C(C(=O)C=2C=C(CBr)C=CC2)C=C1 (3-(4-chlorobenzoyl)benzyl bromide), CN1N=CC2=C(C1=O)C=CN2 (5-methyl-1H-pyrrolo[2,3-d]pyridazin-4(5H)-one), [H-].[Na+] (sodium hydride), O (water). Run in CN(C)C=O (DMF), CN(C)C=O (DMF), CN(C)C=O (DMF). Conditions: time 1 hour. Product: ClC1=CC=C(C(=O)C=2C=C(CN3C=CC4=C3C=NN(C4=O)C)C=CC2)C=C1 (1-[3-(4-Chlorobenzoyl)benzyl]-5-methyl-1H-pyrrolo-[2,3-d]pyridazin-4(5H)-one). Isolated yield 83.5%. Reaction SMILES: [CH3:1][N:2]1[C:7](=[O:8])[C:6]2[CH:9]=[CH:10][NH:11][C:5]=2[CH:4]=[N:3]1.[H-].[Na+].[Cl:14][C:15]1[CH:30]=[CH:29][C:18]([C:19]([C:21]2[CH:22]=[C:23]([CH:26]=[CH:27][CH:28]=2)[CH2:24]Br)=[O:20])=[CH:17][CH:16]=1.O>CN(C=O)C>[Cl:14][C:15]1[CH:16]=[CH:17][C:18]([C:19]([C:21]2[CH:22]=[C:23]([CH:26]=[CH:27][CH:28]=2)[CH2:24][N:11]2[C:5]3[CH:4]=[N:3][N:2]([CH3:1])[C:7](=[O:8])[C:6]=3[CH:9]=[CH:10]2)=[O:20])=[CH:29][CH:30]=1 |f:1.2|. Procedure: A solution of 5-methyl-1H-pyrrolo[2,3-d]pyridazin-4(5H)-one (298 mg) in DMF (10 ml) was dripped into a suspension of 60% sodium hydride-oil (96 mg) in DMF (8 ml) on an ice-water bath. The mixture was stirred at room temperature for 1 hour, after which a solution of 3-(4-chlorobenzoyl)benzyl bromide (681 mg) in DMF (15 ml) was added and the mixture was further stirred at room temperature for 2 hours. The reaction was stopped by adding water and the reaction mixture was extracted with ethyl acetat...